describe an organic reaction: reactants, conditions, products, and yield From a dataset of the Open Reaction Database (ORD), a public repository of structured organic reaction records. Reactants: C(C=C)OC=1C(=C(C=C(C1)Br)C(=O)C1=CC=CC=C1)Cl ((3-(Allyloxy)-5-bromo-2-chlorophenyl)(phenyl)methanone), C(C)[SiH](CC)CC (triethylsilane), OS(=O)(=O)C(F)(F)F (triflic acid). The solvent is C(=O)(C(F)(F)F)O (TFA). Reaction conditions: time 15 hour. Product: C(C=C)OC1=C(C(=CC(=C1)Br)CC1=CC=CC=C1)Cl (1-(Allyloxy)-3-benzyl-5-bromo-2-chlorobenzene). The yield is 79.9%. Reaction SMILES: [CH2:1]([O:4][C:5]1[C:6]([Cl:20])=[C:7]([C:12]([C:14]2[CH:19]=[CH:18][CH:17]=[CH:16][CH:15]=2)=O)[CH:8]=[C:9]([Br:11])[CH:10]=1)[CH:2]=[CH2:3].C([SiH](CC)CC)C.OS(C(F)(F)F)(=O)=O>C(O)(C(F)(F)F)=O>[CH2:1]([O:4][C:5]1[CH:10]=[C:9]([Br:11])[CH:8]=[C:7]([CH2:12][C:14]2[CH:19]=[CH:18][CH:17]=[CH:16][CH:15]=2)[C:6]=1[Cl:20])[CH:2]=[CH2:3]. Reported procedure: To a solution of methanone 167 (7.9 g, 22.6 mmol) in TFA (90 mL) were added triethylsilane (18.5 mL, 113 mmol) and catalytic triflic acid at 0° C. The mixture was warmed up to room temperature slowly and stirred at room temperature for 15 hours. The mixture was evaporated in vacuo. The residue was diluted with EtOAc (150 mL) and neutralized with aq. Saturated NaHCO3 solution. The mixture was extracted with EtOAc (150 mL×1). The organic layer was dried over MgSO4, filtered, and concentrated in va... The reactants are C(C)(C)(C)OC(C(=O)O)C1=C(C2=C(C(N1C)=O)NC=C2)C=2C(=C1CCCOC1=CC2)C (2-(tert-butoxy)-2-(6-methyl-4-(5-methylchroman-6-yl)-7-oxo-6,7-dihydro-1H-pyrrolo[2,3-c]pyridin-5-yl)acetic acid), ClC1=CC=C(CBr)C=C1 (4-chlorobenzylbromide). Run in CC#N.O (MeCN H2O). Product: C(C)(C)(C)OC(C(=O)O)C1=C(C2=C(C(N1C)=O)N(C=C2)CC2=CC=C(C=C2)Cl)C=2C(=C1CCCOC1=CC2)C (2-(tert-butoxy)-2-(1-(4-chlorobenzyl)-6-methyl-4-(5-methylchroman-6-yl)-7-oxo-6,7-dihydro-1H-pyrrolo[2,3-c]pyridin-5-yl)acetic acid). As a reaction SMILES: [C:1]([O:5][CH:6]([C:10]1[N:15]([CH3:16])[C:14](=[O:17])[C:13]2[NH:18][CH:19]=[CH:20][C:12]=2[C:11]=1[C:21]1[C:22]([CH3:31])=[C:23]2[C:28](=[CH:29][CH:30]=1)[O:27][CH2:26][CH2:25][CH2:24]2)[C:7]([OH:9])=[O:8])([CH3:4])([CH3:3])[CH3:2].[Cl:32][C:33]1[CH:40]=[CH:39][C:36]([CH2:37]Br)=[CH:35][CH:34]=1>CC#N.O>[C:1]([O:5][CH:6]([C:10]1[N:15]([CH3:16])[C:14](=[O:17])[C:13]2[N:18]([CH2:37][C:36]3[CH:39]=[CH:40][C:33]([Cl:32])=[CH:34][CH:35]=3)[CH:19]=[CH:20][C:12]=2[C:11]=1[C:21]1[C:22]([CH3:31])=[C:23]2[C:28](=[CH:29][CH:30]=1)[O:27][CH2:26][CH2:25][CH2:24]2)[C:7]([OH:9])=[O:8])([CH3:4])([CH3:3])[CH3:2] |f:2.3|. Procedure details: The title compound was prepared in a manner similar to that described in Example 41 from 2-(tert-butoxy)-2-(6-methyl-4-(5-methylchroman-6-yl)-7-oxo-6,7-dihydro-1H-pyrrolo[2,3-c]pyridin-5-yl)acetic acid and 4-chlorobenzylbromide and was isolated by reverse phase chromatography (10-90% MeCN/H2O-0.1% TFA, 12 min) on an achiral column. 1H NMR (400 MHz, CHLOROFORM-d) ppm 7.27-7.34 (m, 2H) 7.19-7.26 (m, 2H) 6.95-7.03 (m, 1H) 6.68-6.80 (m, 1H) 5.69-5.89 (m, 2H) 5.16-5.48 (m, 1H) 4.15-4.27 (m, 2H) 3.64-... The reactants are ClC=1C=C(C(CC(=O)O)=CC1)C(=O)O (4-chlorohomophthalic acid), ClC=1C=C(N)C=CC1 (m-chloroaniline). Reported procedure: A mixture of 4-chlorohomophthalic acid (54.0 g., 0.25 mole) and m-chloroaniline (31.8 g., 0.25 mole) is heated by an oil bath until molten for two hours. When removed from the oil bath, the reaction mixture solidifies and is recrystallized twice from ethanol/ethyl acetate, giving 2-(m-Chlorophenyl)-7-chloroisoquinoline-1,3(2H,4H)-dione. Yields the product ClC=1C=C(C=CC1)N1C(C2=CC(=CC=C2CC1=O)Cl)=O (2-(m-Chlorophenyl)-7-chloroisoquinoline-1,3(2H,4H)-dione). Reaction SMILES: [Cl:1][C:2]1[CH:3]=[C:4]([C:12]([OH:14])=O)[C:5](=[CH:10][CH:11]=1)[CH2:6][C:7]([OH:9])=O.[Cl:15][C:16]1[CH:17]=[C:18]([CH:20]=[CH:21][CH:22]=1)[NH2:19]>>[Cl:15][C:16]1[CH:17]=[C:18]([N:19]2[C:7](=[O:9])[CH2:6][C:5]3[C:4](=[CH:3][C:2]([Cl:1])=[CH:11][CH:10]=3)[C:12]2=[O:14])[CH:20]=[CH:21][CH:22]=1. The reactants are O (water), ClC1=CC=C(C=C1)N1N=C(C=C1C1=CC(=CC(=C1)CO[C@@H](C(F)(F)F)C)F)N (1-(4-chlorophenyl)-5-[3-fluoro-5-((R)-2,2,2-trifluoro-1-methylethoxymethyl)phenyl]-1H-pyrazol-3-ylamine), CCN=C=NCCCN(C)C.Cl (WSC.HCl), O=C1C[C@@H](CN1)C(=O)O ((S)-5-oxopyrrolidine-3-carboxylic acid). The solvent is CN(C(C)=O)C (N,N-dimethylacetamide). Conditions: time 0.5 hour. The product is ClC1=CC=C(C=C1)N1N=C(C=C1C1=CC(=CC(=C1)CO[C@@H](C(F)(F)F)C)F)NC(=O)[C@@H]1CNC(C1)=O ((S)-5-Oxopyrrolidine-3-carboxylic acid{1-(4-chlorophenyl)-5-[3-fluoro-5-((R)-2,2,2-trifluoro-1-methylethoxymethyl)phenyl]-1H-pyrazol-3-yl}amide). Yield: 26.0%. As a reaction SMILES: [Cl:1][C:2]1[CH:7]=[CH:6][C:5]([N:8]2[C:12]([C:13]3[CH:18]=[C:17]([CH2:19][O:20][C@H:21]([CH3:26])[C:22]([F:25])([F:24])[F:23])[CH:16]=[C:15]([F:27])[CH:14]=3)=[CH:11][C:10]([NH2:28])=[N:9]2)=[CH:4][CH:3]=1.[O:29]=[C:30]1[NH:34][CH2:33][C@@H:32]([C:35](O)=[O:36])[CH2:31]1.CCN=C=NCCCN(C)C.Cl.O>CN(C)C(=O)C>[Cl:1][C:2]1[CH:7]=[CH:6][C:5]([N:8]2[C:12]([C:13]3[CH:18]=[C:17]([CH2:19][O:20][C@H:21]([CH3:26])[C:22]([F:24])([F:25])[F:23])[CH:16]=[C:15]([F:27])[CH:14]=3)=[CH:11][C:10]([NH:28][C:35]([C@H:32]3[CH2:31][C:30](=[O:29])[NH:34][CH2:33]3)=[O:36])=[N:9]2)=[CH:4][CH:3]=1 |f:2.3|. Procedure details: To a solution of 1-(4-chlorophenyl)-5-[3-fluoro-5-((R)-2,2,2-trifluoro-1-methylethoxymethyl)phenyl]-1H-pyrazol-3-ylamine (about 0.110 mol) prepared in the previous step in N,N-dimethylacetamide (0.5 ml) were sequentially added (S)-5-oxopyrrolidine-3-carboxylic acid (17 mg) prepared in Preparation 14 and WSC.HCl (32 mg) at room temperature, and the mixture was stirred for 0.5 hours. To this reaction mixture was added water, and then the precipitated solid was collected by filtration. The resultin... Reactants: NC[C@H]1N(CCC[C@H]1C)C(=O)C1=NC(=CC=C1N1N=CC=N1)C (((2S,3R)-2-(aminomethyl)-3-methylpiperidin-1-yl)(6-methyl-3-(2H-1,2,3-triazol-2-yl)pyridin-2-yl)methanone), ClC1=NC=C(C#N)C=C1F (6-chloro-5-fluoronicotinonitrile). Product: FC=1C(=NC=C(C#N)C1)NC[C@H]1N(CCC[C@H]1C)C(C1=NC(=CC=C1N1N=CC=N1)C)=O (5-Fluoro-6-((((2S,3R)-3-methyl-1-(6-methyl-3-(2H-1,2,3-triazol-2-yl)picolinoyl)piperidin-2-yl)methyl)amino)nicotinonitrile). RXN SMILES: [NH2:1][CH2:2][C@@H:3]1[C@H:8]([CH3:9])[CH2:7][CH2:6][CH2:5][N:4]1[C:10]([C:12]1[C:17]([N:18]2[N:22]=[CH:21][CH:20]=[N:19]2)=[CH:16][CH:15]=[C:14]([CH3:23])[N:13]=1)=[O:11].Cl[C:25]1[C:32]([F:33])=[CH:31][C:28]([C:29]#[N:30])=[CH:27][N:26]=1>>[F:33][C:32]1[C:25]([NH:1][CH2:2][C@@H:3]2[C@H:8]([CH3:9])[CH2:7][CH2:6][CH2:5][N:4]2[C:10](=[O:11])[C:12]2[C:17]([N:18]3[N:22]=[CH:21][CH:20]=[N:19]3)=[CH:16][CH:15]=[C:14]([CH3:23])[N:13]=2)=[N:26][CH:27]=[C:28]([CH:31]=1)[C:29]#[N:30]. Reported procedure: The title compound was prepared following the same general protocol as described for Example A1, using ((2S,3R)-2-(aminomethyl)-3-methylpiperidin-1-yl)(6-methyl-3-(2H-1,2,3-triazol-2-yl)pyridin-2-yl)methanone and 6-chloro-5-fluoronicotinonitrile. ESI-MS (m/z): 435 [M+1]+. The reactants are FC(C1NCCC(C1)NC(OC(C)(C)C)=O)(F)F (tert-butyl [2-(trifluoromethyl)piperidin-4-yl]carbamate), Cl (hydrochloric acid). The solvent is C(C)OCC (diethyl ether), C(C)OCC (diethyl ether). Reaction conditions: time 8 hour. Yields the product Cl.FC(C1NCCC(C1)N)(F)F (2-(Trifluoromethyl)piperidine-4-amine hydrochloride). Isolated yield 101.2%. Reaction SMILES: [F:1][C:2]([F:18])([F:17])[CH:3]1[CH2:8][CH:7]([NH:9]C(=O)OC(C)(C)C)[CH2:6][CH2:5][NH:4]1.[ClH:19]>C(OCC)C>[ClH:19].[F:18][C:2]([F:1])([F:17])[CH:3]1[CH2:8][CH:7]([NH2:9])[CH2:6][CH2:5][NH:4]1 |f:3.4|. Procedure: 115 mg (0.43 mmol) of tert-butyl [2-(trifluoromethyl)piperidin-4-yl]carbamate were initially charged in 2.2 ml of diethyl ether, 2.14 ml (4.28 mmol) of 2 N hydrochloric acid in diethyl ether were added and the mixture was stirred at RT overnight. The reaction mixture was concentrated and the residue was dried under high vacuum. 89 mg of the target compound were obtained (101% of theory). The reactants are FC1=C(C=CC=C1)COC1=CC=C(C=C1)[C@H]1CC[C@](N1C(=O)OCC1=CC=CC=C1)(C(=O)OC)CO (2-methyl 1-(phenylmethyl) (2R,5R)-5-(4-{[(2-fluorophenyl)methyl]oxy}phenyl)-2-(hydroxymethyl)-1,2-pyrrolidinedicarboxylate), N1C=NC=C1 (imidazole), [Si](C)(C)(C(C)(C)C)Cl (tert-butyl dimethylsilyl chloride). Solvent: CN(C)C=O (DMF). Reaction conditions: time 36 hour. The product is CC(C)(C)[Si](OC[C@@]1(N([C@H](CC1)C1=CC=C(C=C1)OCC1=C(C=CC=C1)F)C(=O)OCC1=CC=CC=C1)C(=O)OC)(C)C (2-Methyl 1-(phenylmethyl) (2R,5R)-2-({[(1,1-dimethylethyl)(dimethyl)silyl]oxy}methyl)-5-(4-{[(2-fluorophenyl)methyl]oxy}phenyl)-1,2-pyrrolidinedicarboxylate). Isolated yield 74.0%. Reaction SMILES: [F:1][C:2]1[CH:7]=[CH:6][CH:5]=[CH:4][C:3]=1[CH2:8][O:9][C:10]1[CH:15]=[CH:14][C:13]([C@@H:16]2[N:20]([C:21]([O:23][CH2:24][C:25]3[CH:30]=[CH:29][CH:28]=[CH:27][CH:26]=3)=[O:22])[C@:19]([CH2:35][OH:36])([C:31]([O:33][CH3:34])=[O:32])[CH2:18][CH2:17]2)=[CH:12][CH:11]=1.N1C=CN=C1.[Si:42](Cl)([C:45]([CH3:48])([CH3:47])[CH3:46])([CH3:44])[CH3:43]>CN(C=O)C>[CH3:46][C:45]([Si:42]([CH3:44])([CH3:43])[O:36][CH2:35][C@@:19]1([C:31]([O:33][CH3:34])=[O:32])[CH2:18][CH2:17][C@H:16]([C:13]2[CH:12]=[CH:11][C:10]([O:9][CH2:8][C:3]3[CH:4]=[CH:5][CH:6]=[CH:7][C:2]=3[F:1])=[CH:15][CH:14]=2)[N:20]1[C:21]([O:23][CH2:24][C:25]1[CH:30]=[CH:29][CH:28]=[CH:27][CH:26]=1)=[O:22])([CH3:48])[CH3:47]. Procedure: To a solution of 2-methyl 1-(phenylmethyl) (2R,5R)-5-(4-{[(2-fluorophenyl)methyl]oxy}phenyl)-2-(hydroxymethyl)-1,2-pyrrolidinedicarboxylate (D71, 200 mg, 0.4 mmol) and imidazole (60 mg, 0.88 mmol) in dry DMF (1 ml) was added tert-butyl dimethylsilyl chloride and the mixture was stirred for 36 hours. The reaction was quenched with brine, diluted with water and extracted with ethyl acetate. The organic layer was washed with ice cold brine, dried (Na2SO4), filtered and evaporated. The residue was p...